This data is from the Open Reaction Database (ORD), a public repository of structured organic reaction records. The task is: describe an organic reaction: reactants, conditions, products, and yield The reactants are CCOC(=O)c1[nH]c2ccccc2c1C(=O)c1cccc2ccccc12, CC[SiH](CC)CC, O=C(O)C(F)(F)F. Product: CCOC(=O)c1[nH]c2ccccc2c1Cc1cccc2ccccc12. Reaction SMILES: [CH2:1]([CH3:2])[O:3][C:4](=[O:5])[c:6]1[nH:7][c:8]2[cH:9][cH:10][cH:11][cH:12][c:13]2[c:14]1[C:15](=[O:16])[c:17]1[cH:18][cH:19][cH:20][c:21]2[cH:22][cH:23][cH:24][cH:25][c:26]12.[CH2:27]([SiH:28]([CH2:29][CH3:30])[CH2:31][CH3:32])[CH3:33].[OH:34][C:35]([C:36]([F:37])([F:38])[F:39])=[O:40]>>[CH2:1]([CH3:2])[O:3][C:4](=[O:5])[c:6]1[nH:7][c:8]2[cH:9][cH:10][cH:11][cH:12][c:13]2[c:14]1[CH2:15][c:17]1[cH:18][cH:19][cH:20][c:21]2[cH:22][cH:23][cH:24][cH:25][c:26]12. Starting materials: CN1CCCC1, Cl, Cl, Nc1nc(-n2cc(C(=O)O)c(=O)c3c(N)c(F)c(F)c(Cl)c32)c(F)cc1F, NC1CNC1, c1ccncc1. Yields the product Nc1nc(-n2cc(C(=O)O)c(=O)c3c(N)c(F)c(N4CC(N)C4)c(Cl)c32)c(F)cc1F. As a reaction SMILES: [CH3:35][N:36]1[CH2:37][CH2:38][CH2:39][CH2:40]1.[ClH:28].[ClH:29].[NH2:1][c:2]1[c:3]2[c:4](=[O:27])[c:5]([C:24](=[O:25])[OH:26])[cH:6][n:7](-[c:15]3[n:16][c:17]([NH2:23])[c:18]([F:22])[cH:19][c:20]3[F:21])[c:8]2[c:9]([Cl:14])[c:10]([F:13])[c:11]1[F:12].[NH2:30][CH:31]1[CH2:32][NH:33][CH2:34]1.[cH:41]1[cH:42][cH:43][n:44][cH:45][cH:46]1>>[NH2:1][c:2]1[c:3]2[c:4](=[O:27])[c:5]([C:24](=[O:25])[OH:26])[cH:6][n:7](-[c:15]3[n:16][c:17]([NH2:23])[c:18]([F:22])[cH:19][c:20]3[F:21])[c:8]2[c:9]([Cl:14])[c:10]([N:33]2[CH2:32][CH:31]([NH2:30])[CH2:34]2)[c:11]1[F:12]. Starting materials: C(C)(C)NC(C)C (diisopropylamine), CC(C)(C#C)O (2-methylbut-3-yn-2-ol), BrC=1C=C2C(=NC1)OC1=CC=C(C=C1[C@]21N=C(OC1)N)C=1C=NC=NC1 ((S)-3-bromo-7-(pyrimidin-5-yl)-5′H-spiro[chromeno[2,3-b]pyridine-5,4′-oxazol]-2′-amine), C1CCOC1 (THF), CN(C)C=O (DMF). The reagents and catalysts are [Cu]I (copper(i) iodide), C=1C=CC(=CC1)[P](C=2C=CC=CC2)(C=3C=CC=CC3)[Pd]([P](C=4C=CC=CC4)(C=5C=CC=CC5)C=6C=CC=CC6)([P](C=7C=CC=CC7)(C=8C=CC=CC8)C=9C=CC=CC9)[P](C=1C=CC=CC1)(C=1C=CC=CC1)C=1C=CC=CC1 (tetrakis(triphenylphosphine)palladium). Run in O (water). Run at temperature 110 celsius. Yields the product NC=1OC[C@]2(N1)C1=CC(=CC=C1OC1=NC=C(C=C12)C#CC(C)(O)C)C=1C=NC=NC1 ((S)-4-(2′-amino-7-(pyrimidin-5-yl)-5′H-spiro[chromeno[2,3-b]pyridine-5,4′-oxazole]-3-yl)-2-methylbut-3-yn-2-ol). As a reaction SMILES: Br[C:2]1[CH:3]=[C:4]2[C@:15]3([CH2:19][O:18][C:17]([NH2:20])=[N:16]3)[C:14]3[C:9](=[CH:10][CH:11]=[C:12]([C:21]4[CH:22]=[N:23][CH:24]=[N:25][CH:26]=4)[CH:13]=3)[O:8][C:5]2=[N:6][CH:7]=1.C1COCC1.CN(C=O)C.C(NC(C)C)(C)C.[CH3:44][C:45]([OH:49])([C:47]#[CH:48])[CH3:46]>O.C1C=CC([P]([Pd]([P](C2C=CC=CC=2)(C2C=CC=CC=2)C2C=CC=CC=2)([P](C2C=CC=CC=2)(C2C=CC=CC=2)C2C=CC=CC=2)[P](C2C=CC=CC=2)(C2C=CC=CC=2)C2C=CC=CC=2)(C2C=CC=CC=2)C2C=CC=CC=2)=CC=1.[Cu]I>[NH2:20][C:17]1[O:18][CH2:19][C@:15]2([C:4]3[C:5](=[N:6][CH:7]=[C:2]([C:48]#[C:47][C:45]([CH3:46])([OH:49])[CH3:44])[CH:3]=3)[O:8][C:9]3[C:14]2=[CH:13][C:12]([C:21]2[CH:22]=[N:23][CH:24]=[N:25][CH:26]=2)=[CH:11][CH:10]=3)[N:16]=1 |^1:54,56,75,94|. Reported procedure: Combined (S)-3-bromo-7-(pyrimidin-5-yl)-5′H-spiro[chromeno[2,3-b]pyridine-5,4′-oxazol]-2′-amine (99 mg, 0.242 mmol), tetrakis(triphenylphosphine)palladium (28.0 mg, 0.024 mmol), copper(i) iodide (4.61 mg, 0.024 mmol) and THF (969 μL, 0.242 mmol) and DMF (969 μL, 0.242 mmol). Added diisopropylamine (679 μL, 4.85 mmol) then 2-methylbut-3-yn-2-ol (118 μL, 1.211 mmol) and flushed the reaction tube with argon. Sealed and heated at 110° C. for 2 hours. The mixture was diluted with water and extracted ... Reactants: CCC1C=C(C)C(F)C(C)CC(OC)C2OC(O)(C(=O)C(=O)N3CCCCC3C(=O)OC(C(C)=CC3CCC(OCCOCc4ccccc4)C(OC)C3)C(C)C(O[Si](C)(C)C(C)(C)C)CC1=O)C(C)CC2OC, CC#N, CCOC(C)=O, F. Product: CCC1C=C(C)C(F)C(C)CC(OC)C2OC(O)(C(=O)C(=O)N3CCCCC3C(=O)OC(C(C)=CC3CCC(OCCOCc4ccccc4)C(OC)C3)C(C)C(O)CC1=O)C(C)CC2OC. RXN SMILES: [CH2:1]([CH3:2])[CH:3]1[C:4](=[O:74])[CH2:5][CH:6]([O:66][Si:67]([C:68]([CH3:69])([CH3:70])[CH3:71])([CH3:72])[CH3:73])[CH:7]([CH3:65])[CH:8]([C:43](=[CH:44][CH:45]2[CH2:46][CH:47]([O:62][CH3:63])[CH:48]([O:51][CH2:52][CH2:53][O:54][CH2:55][c:56]3[cH:57][cH:58][cH:59][cH:60][cH:61]3)[CH2:49][CH2:50]2)[CH3:64])[O:9][C:10](=[O:42])[CH:11]2[CH2:12][CH2:13][CH2:14][CH2:15][N:16]2[C:17](=[O:41])[C:18](=[O:40])[C:19]2([OH:39])[CH:20]([CH3:38])[CH2:21][CH:22]([O:36][CH3:37])[CH:23]([CH:24]([O:33][CH3:34])[CH2:25][CH:26]([CH3:32])[CH:27]([F:31])[C:28]([CH3:30])=[CH:29]1)[O:35]2.[CH3:76][C:77]#[N:78].[CH3:79][CH2:80][O:81][C:82](=[O:83])[CH3:84].[FH:75]>>[CH2:1]([CH3:2])[CH:3]1[C:4](=[O:74])[CH2:5][CH:6]([OH:66])[CH:7]([CH3:65])[CH:8]([C:43](=[CH:44][CH:45]2[CH2:46][CH:47]([O:62][CH3:63])[CH:48]([O:51][CH2:52][CH2:53][O:54][CH2:55][c:56]3[cH:57][cH:58][cH:59][cH:60][cH:61]3)[CH2:49][CH2:50]2)[CH3:64])[O:9][C:10](=[O:42])[CH:11]2[CH2:12][CH2:13][CH2:14][CH2:15][N:16]2[C:17](=[O:41])[C:18](=[O:40])[C:19]2([OH:39])[CH:20]([CH3:38])[CH2:21][CH:22]([O:36][CH3:37])[CH:23]([CH:24]([O:33][CH3:34])[CH2:25][CH:26]([CH3:32])[CH:27]([F:31])[C:28]([CH3:30])=[CH:29]1)[O:35]2. Starting materials: CC(=O)N1CC(CCBr)c2ccccc21, c1ccc(C2CCNCC2)cc1. RXN SMILES: [C:1]([CH3:2])(=[O:3])[N:4]1[CH2:5][CH:6]([CH2:13][CH2:14][Br:15])[c:7]2[cH:8][cH:9][cH:10][cH:11][c:12]21.[c:16]1([CH:22]2[CH2:23][CH2:24][NH:25][CH2:26][CH2:27]2)[cH:17][cH:18][cH:19][cH:20][cH:21]1>>[C:1]([CH3:2])(=[O:3])[N:4]1[CH2:5][CH:6]([CH2:13][CH2:14][N:25]2[CH2:24][CH2:23][CH:22]([c:16]3[cH:17][cH:18][cH:19][cH:20][cH:21]3)[CH2:27][CH2:26]2)[c:7]2[cH:8][cH:9][cH:10][cH:11][c:12]21. The product is CC(=O)N1CC(CCN2CCC(c3ccccc3)CC2)c2ccccc21. Reactants: CC1=C(C(=O)N)C=CN=C1 (Methyl isonicotinamide), O (water), C(C1=CC=CC=C1)(N)=NO (benzamide oxime), [H-].[Na+] (sodium hydride). Solvent: O1CCCC1 (tetrahydrofuran), ClCCl (dichloromethane), O1CCCC1 (tetrahydrofuran). Reaction conditions: temperature 50 celsius. The product is C1(=CC=CC=C1)C1=NOC(=N1)C1=CC=NC=C1 (3-Phenyl-5-(4-pyridyl)-1,2,4-oxadiazole). The yield is 25.2%. Reaction SMILES: [C:1](=[N:9][OH:10])([NH2:8])[C:2]1[CH:7]=[CH:6][CH:5]=[CH:4][CH:3]=1.[H-].[Na+].C[C:14]1[CH:22]=[N:21][CH:20]=[CH:19][C:15]=1[C:16](N)=O.O>O1CCCC1.ClCCl>[C:2]1([C:1]2[N:8]=[C:16]([C:15]3[CH:14]=[CH:22][N:21]=[CH:20][CH:19]=3)[O:10][N:9]=2)[CH:7]=[CH:6][CH:5]=[CH:4][CH:3]=1 |f:1.2|. Reported procedure: To a mixture of benzamide oxime (12.8 g, 94 mmol) and 4 Å sieves (80 g) in tetrahydrofuran (250 ml) under a nitrogen atmosphere was carefully added sodium hydride (55% dispersed in oil, 4.3 g, 98 mmol) portionwise. When addition was complete the reaction was heated at 50° C. for 1 hour. Methyl isonicotinamide (5.6 ml, 47 mmol) in tetrahydrofuran (50 ml) was added, and the reaction stirred at reflux for 2 hours. The reaction was cooled to room temperature and water (200 ml) and dichloromethane (3... Starting materials: Cc1c(C)n(N)c2ccccc12, CCOC(C)=O, CCN(C(C)C)C(C)C, Cc1nc(-c2cccc(F)c2)ncc1C(=O)O, CN(C)C=O, O. Product: Cc1nc(-c2cccc(F)c2)ncc1C(=O)Nn1c(C)c(C)c2ccccc21. As a reaction SMILES: [CH3:27][c:28]1[n:29]([NH2:38])[c:30]2[cH:31][cH:32][cH:33][cH:34][c:35]2[c:36]1[CH3:37].[CH3:39][CH2:40][O:41][C:42]([CH3:43])=[O:44].[CH:18]([N:19]([CH2:20][CH3:21])[CH:22]([CH3:23])[CH3:24])([CH3:25])[CH3:26].[F:1][c:2]1[cH:3][c:4](-[c:8]2[n:9][cH:10][c:11]([C:15](=[O:16])[OH:17])[c:12]([CH3:14])[n:13]2)[cH:5][cH:6][cH:7]1.[O:45]=[CH:46][N:47]([CH3:48])[CH3:49].[OH2:50]>>[F:1][c:2]1[cH:3][c:4](-[c:8]2[n:9][cH:10][c:11]([C:15](=[O:17])[NH:38][n:29]3[c:28]([CH3:27])[c:36]([CH3:37])[c:35]4[c:30]3[cH:31][cH:32][cH:33][cH:34]4)[c:12]([CH3:14])[n:13]2)[cH:5][cH:6][cH:7]1. The reactants are [N+](=O)([O-])C=1C=C(NC(C2=CC=CC=C2)=O)C=CC1[N+](=O)[O-] (3,4-dinitro-N-benzoylaniline), N1(CCOCC1)C1=CC=C(C=O)C=C1 (4-morpholinylbenzaldehyde). The product is O1CCN(CC1)C1=CC=C(C=C1)C1=NC2=C(N1)C=CC(=C2)NC(C2=CC=CC=C2)=O (N-(2-(4-morpholinophenyl)-1H-benzo[d]imidazol-5-yl)benzamide). Reaction SMILES: [N+:1]([C:4]1[CH:5]=[C:6]([CH:16]=[CH:17][C:18]=1[N+:19]([O-])=O)[NH:7][C:8](=[O:15])[C:9]1[CH:14]=[CH:13][CH:12]=[CH:11][CH:10]=1)([O-])=O.[N:22]1([C:28]2[CH:35]=[CH:34][C:31]([CH:32]=O)=[CH:30][CH:29]=2)[CH2:27][CH2:26][O:25][CH2:24][CH2:23]1>>[O:25]1[CH2:26][CH2:27][N:22]([C:28]2[CH:35]=[CH:34][C:31]([C:32]3[NH:19][C:18]4[CH:17]=[CH:16][C:6]([NH:7][C:8](=[O:15])[C:9]5[CH:14]=[CH:13][CH:12]=[CH:11][CH:10]=5)=[CH:5][C:4]=4[N:1]=3)=[CH:30][CH:29]=2)[CH2:23][CH2:24]1. Procedure: Compound 259 was prepared according to the procedure similar to that described in Scheme III from 3,4-dinitro-N-benzoylaniline and 4-morpholinylbenzaldehyde. [M+H]+ calcd for C24H22N4O2: 399.18; found: 398.99. Reactants: COC=1C=CC2=C(CCN(C(N2)=O)C2CCNCC2)C1 (7-methoxy-3-piperidin-4-yl-1,3,4,5-tetrahydro-1,3-benzodiazepin-2-one), ClC1=CC(=NC=N1)OC1=CC2=C(NC(O2)=O)C=C1 (6-(6-chloropyrimidin-4-yloxy)benzo[d]oxazol-2(3H)-one), CCN(C(C)C)C(C)C (DIPEA). Solvent: CN(C)C=O (DMF). The product is COC1=CC2=C(NC(N(CC2)C2CCN(CC2)C2=CC(=NC=N2)OC2=CC3=C(NC(O3)=O)C=C2)=O)C=C1 (6-(6-(4-(7-methoxy-2-oxo-4,5-dihydro-1H-benzo[d][1,3]diazepin-3(2H)-yl)piperidin-1-yl)pyrimidin-4-yloxy)benzo[d]oxazol-2(3H)-one). As a reaction SMILES: [CH3:1][O:2][C:3]1[CH:4]=[CH:5][C:6]2[NH:12][C:11](=[O:13])[N:10]([CH:14]3[CH2:19][CH2:18][NH:17][CH2:16][CH2:15]3)[CH2:9][CH2:8][C:7]=2[CH:20]=1.Cl[C:22]1[N:27]=[CH:26][N:25]=[C:24]([O:28][C:29]2[CH:38]=[CH:37][C:32]3[NH:33][C:34](=[O:36])[O:35][C:31]=3[CH:30]=2)[CH:23]=1.CCN(C(C)C)C(C)C>CN(C=O)C>[CH3:1][O:2][C:3]1[CH:4]=[CH:5][C:6]2[NH:12][C:11](=[O:13])[N:10]([CH:14]3[CH2:19][CH2:18][N:17]([C:22]4[N:27]=[CH:26][N:25]=[C:24]([O:28][C:29]5[CH:38]=[CH:37][C:32]6[NH:33][C:34](=[O:36])[O:35][C:31]=6[CH:30]=5)[CH:23]=4)[CH2:16][CH2:15]3)[CH2:9][CH2:8][C:7]=2[CH:20]=1. Reported procedure: 100 mg (0.36 mmol) 7-methoxy-3-piperidin-4-yl-1,3,4,5-tetrahydro-1,3-benzodiazepin-2-one, 90 mg (0.34 mmol) 6-(6-chloropyrimidin-4-yloxy)benzo[d]oxazol-2(3H)-one and 0.07 mL (0.41 mmol) DIPEA in 2.0 mL DMF were stirred overnight at RT and for 4 h at 40° C. The reaction mixture was purified by preparative HPLC-MS. The fractions containing product were partially evaporated down i.vac. The precipitate formed was suction filtered, washed and dried. Reactants: FC1=C(C=CC(=C1)F)NC1=C(C(=O)CC(=O)OCC)C=C(C(=N1)SCC)F (ethyl 2-[2-(2,4-difluorophenylamino)-6-ethylthio-5-fluoronicotinoyl]acetate), COC(N(C)C)OC (N,N-dimethylformamide dimethylacetal). The solvent is C1=CC=CC=C1 (benzene). Product: FC1=C(C=CC(=C1)F)N1C=C(C(C2=CC(=C(N=C12)SCC)F)=O)C(=O)OCC (ethyl 1-(2,4-difluorophenyl)-7-ethylthio-6-fluoro-1,4-dihydro-4-oxo-1,8-naphthyridine-3-carboxylate). The yield is 70.1%. As a reaction SMILES: [F:1][C:2]1[CH:7]=[C:6]([F:8])[CH:5]=[CH:4][C:3]=1[NH:9][C:10]1[N:23]=[C:22]([S:24][CH2:25][CH3:26])[C:21]([F:27])=[CH:20][C:11]=1[C:12]([CH2:14][C:15]([O:17][CH2:18][CH3:19])=[O:16])=[O:13].[CH3:28]OC(OC)N(C)C>C1C=CC=CC=1>[F:1][C:2]1[CH:7]=[C:6]([F:8])[CH:5]=[CH:4][C:3]=1[N:9]1[C:10]2[C:11](=[CH:20][C:21]([F:27])=[C:22]([S:24][CH2:25][CH3:26])[N:23]=2)[C:12](=[O:13])[C:14]([C:15]([O:17][CH2:18][CH3:19])=[O:16])=[CH:28]1. Reported procedure: In 3 ml of benzene was dissolved 160 mg of ethyl 2-[2-(2,4-difluorophenylamino)-6-ethylthio-5-fluoronicotinoyl]acetate, and 72 mg of N,N-dimethylformamide dimethylacetal was added thereto, after which the resulting mixture was subjected to reaction under reflux for 2.5 hours. The solvent was removed by distillation under reduced pressure, and the residue thus obtained was purified by a column chromatography [Wako Silica Gel C-200, eluant: benzene-ethyl acetate (10:1 by volume)] to obtain 115 mg ...